This data is from the Open Reaction Database (ORD), a public repository of structured organic reaction records. The task is: describe an organic reaction: reactants, conditions, products, and yield Procedure: The title compound is prepared from 4-[5-(4-methanesulfonylmethyl-phenyl)-2,3-dihydro-furo[2,3-c]pyridin-2-yl]-piperidine-1-carbonitrile and N-hydroxy-isobutyramidine following a procedure analogous to that described in Example 2. LC (method 6): tR=1.46 min; Mass spectrum (ESI+): m/z=483 [M+H]+. Reactants: CS(=O)(=O)CC1=CC=C(C=C1)C=1C=C2C(=CN1)OC(C2)C2CCN(CC2)C#N (4-[5-(4-methanesulfonylmethyl-phenyl)-2,3-dihydro-furo[2,3-c]pyridin-2-yl]-piperidine-1-carbonitrile), ONC(C(C)C)=N (N-hydroxy-isobutyramidine). The product is C(C)(C)C1=NOC(=N1)N1CCC(CC1)C1CC=2C(=CN=C(C2)C2=CC=C(C=C2)CS(=O)(=O)C)O1 (2-[1-(3-Isopropyl-[1,2,4]oxadiazol-5-yl)-piperidin-4-yl]-5-(4-methanesulfonylmethyl-phenyl)-2,3-dihydro-furo[2,3-c]pyridine). Reaction SMILES: [CH3:1][S:2]([CH2:5][C:6]1[CH:11]=[CH:10][C:9]([C:12]2[CH:13]=[C:14]3[CH2:20][CH:19]([CH:21]4[CH2:26][CH2:25][N:24]([C:27]#[N:28])[CH2:23][CH2:22]4)[O:18][C:15]3=[CH:16][N:17]=2)=[CH:8][CH:7]=1)(=[O:4])=[O:3].[OH:29][NH:30][C:31](=N)[CH:32]([CH3:34])[CH3:33]>>[CH:32]([C:31]1[N:28]=[C:27]([N:24]2[CH2:25][CH2:26][CH:21]([CH:19]3[O:18][C:15]4=[CH:16][N:17]=[C:12]([C:9]5[CH:8]=[CH:7][C:6]([CH2:5][S:2]([CH3:1])(=[O:3])=[O:4])=[CH:11][CH:10]=5)[CH:13]=[C:14]4[CH2:20]3)[CH2:22][CH2:23]2)[O:29][N:30]=1)([CH3:34])[CH3:33]. Solvent: O (water). Yields the product N (ammonia), C(C=C)#N (acrylonitrile), NCCC#N (3-aminopropionitrile), C(#N)CCNCCC#N (bis(2-cyanoethyl)amine). Starting materials: N (ammonia), N (NH3), C(C=C)#N (acrylonitrile), C(C=C)#N (acrylonitrile), N (ammonia). Reaction SMILES: [NH3:1].[C:2](#[N:5])[CH:3]=[CH2:4]>O>[NH3:5].[C:2](#[N:5])[CH:3]=[CH2:4].[NH2:5][CH2:2][CH2:3][C:4]#[N:1].[C:2]([CH2:3][CH2:4][NH:1][CH2:4][CH2:3][C:2]#[N:5])#[N:5]. Reported procedure: It is also known that the addition of protic solvents has an advantageous effect on the addition reaction of NH3 with acrylonitrile. The addition of steam to the mixture of acrylonitrile and ammonia is disclosed in, for example, Chem. Abstr. Vol. 83, 26879. Usually, however, aqueous ammonia is used in the temperature range from 80° to 130° C. With a ratio of ammonia to acrylonitrile to water of 5-15:1:5-20, 3-aminopropionitrile is obtained, in addition to bis(2-cyanoethyl)amine, in yields of fro... Reactants: C1CCOC1, COc1ccc(CCl)cc1, CC(C)(C)[O-], [Cl-], [K+], [NH4+], O=Cc1ccc[nH]1. Product: COc1ccc(Cn2cccc2C=O)cc1. As a reaction SMILES: [CH2:26]1[O:27][CH2:28][CH2:29][CH2:30]1.[CH3:14][O:15][c:16]1[cH:17][cH:18][c:19]([CH2:20][Cl:21])[cH:22][cH:23]1.[CH3:8][C:9]([CH3:10])([O-:11])[CH3:12].[Cl-:24].[K+:13].[NH4+:25].[nH:1]1[c:2]([CH:6]=[O:7])[cH:3][cH:4][cH:5]1>>[n:1]1([CH2:20][c:19]2[cH:18][cH:17][c:16]([O:15][CH3:14])[cH:23][cH:22]2)[c:2]([CH:6]=[O:7])[cH:3][cH:4][cH:5]1. Reactants: N1=C(C=CC=C1)CN(S(=O)(=O)C)CC1=CC=C(C=C1)OCCCCCCCCCCCCCC (N-(2-Pyridinylmethyl)-N-[[4-(tetradecyloxy)phenyl]methyl]methanesulfonamide), CI (methyl iodide). Reaction conditions: temperature 90 celsius, time 23 hour. The product is [I-].C[N+]1=C(C=CC=C1)CN(CC1=CC=C(C=C1)OCCCCCCCCCCCCCC)S(=O)(=O)C (1-Methyl-2-[[(methylsulfonyl)[[4-(tetradecyloxy)phenyl]methyl]amino]methyl]pyridinium iodide). The yield is 99.6%. As a reaction SMILES: [N:1]1[CH:6]=[CH:5][CH:4]=[CH:3][C:2]=1[CH2:7][N:8]([CH2:13][C:14]1[CH:19]=[CH:18][C:17]([O:20][CH2:21][CH2:22][CH2:23][CH2:24][CH2:25][CH2:26][CH2:27][CH2:28][CH2:29][CH2:30][CH2:31][CH2:32][CH2:33][CH3:34])=[CH:16][CH:15]=1)[S:9]([CH3:12])(=[O:11])=[O:10].[CH3:35][I:36]>>[I-:36].[CH3:35][N+:1]1[CH:6]=[CH:5][CH:4]=[CH:3][C:2]=1[CH2:7][N:8]([S:9]([CH3:12])(=[O:11])=[O:10])[CH2:13][C:14]1[CH:15]=[CH:16][C:17]([O:20][CH2:21][CH2:22][CH2:23][CH2:24][CH2:25][CH2:26][CH2:27][CH2:28][CH2:29][CH2:30][CH2:31][CH2:32][CH2:33][CH3:34])=[CH:18][CH:19]=1 |f:2.3|. Procedure: A mixture of 0.350 g of product from Example 122 and 5.08 g of methyl iodide is heated at 90° C. for 17 hours. Thin layer chromatography shows the presence of starting material. The mixture is reheated at 125° C. for 23 hours. The reaction is concentrated in vacuo to give 0.45 g of the desired product as pale yellow crystals. RXN SMILES: [C:1]([CH3:2])([CH3:3])([CH3:4])[O:5][C:6](=[O:7])[N:8]1[S:9](=[O:22])(=[O:23])[c:10]2[c:11]([cH:15][cH:16][c:17]([B:19]([OH:20])[OH:21])[cH:18]2)[O:12][CH2:13][CH2:14]1.[CH2:26]1[CH2:29][CH2:28][CH2:27][O:30]1.[Cl-:24].[NH4+:25].[OH2:31]>>[C:1]([CH3:2])([CH3:3])([CH3:4])[O:5][C:6](=[O:7])[N:8]1[S:9](=[O:22])(=[O:23])[c:10]2[c:11]([cH:15][cH:16][c:17]([OH:30])[cH:18]2)[O:12][CH2:13][CH2:14]1. Yields the product CC(C)(C)OC(=O)N1CCOc2ccc(O)cc2S1(=O)=O. The reactants are CC(C)(C)OC(=O)N1CCOc2ccc(B(O)O)cc2S1(=O)=O, C1CCOC1, [Cl-], [NH4+], O. Reactants: FC=1C=C(C(=O)O)C=CC1C=1SC2=NC(=CC=C2N1)C1(CC1)C1=CC=CC=C1 (3-fluoro-4-(5-(1-phenylcyclopropyl)thiazolo[5,4-b]pyridine-2-yl)benzoic acid), Cl.NCCCC(=O)OCC (ethyl 4-aminobutyrate hydrochloride). Yields the product amide, FC=1C=C(C(=O)NCCCC(=O)OCC)C=CC1C=1SC2=NC(=CC=C2N1)C1(CC1)C1=CC=CC=C1 (ethyl 4-(3-fluoro-4-(5-(1-phenylcyclopropyl)thiazolo[5,4-b]pyridine-2-yl)benzamido)butanoate). RXN SMILES: [F:1][C:2]1[CH:3]=[C:4]([CH:8]=[CH:9][C:10]=1[C:11]1[S:12][C:13]2[C:18]([N:19]=1)=[CH:17][CH:16]=[C:15]([C:20]1([C:23]3[CH:28]=[CH:27][CH:26]=[CH:25][CH:24]=3)[CH2:22][CH2:21]1)[N:14]=2)[C:5](O)=[O:6].Cl.[NH2:30][CH2:31][CH2:32][CH2:33][C:34]([O:36][CH2:37][CH3:38])=[O:35]>>[F:1][C:2]1[CH:3]=[C:4]([CH:8]=[CH:9][C:10]=1[C:11]1[S:12][C:13]2[C:18]([N:19]=1)=[CH:17][CH:16]=[C:15]([C:20]1([C:23]3[CH:28]=[CH:27][CH:26]=[CH:25][CH:24]=3)[CH2:21][CH2:22]1)[N:14]=2)[C:5]([NH:30][CH2:31][CH2:32][CH2:33][C:34]([O:36][CH2:37][CH3:38])=[O:35])=[O:6] |f:1.2|. Procedure: Reaction of 3-fluoro-4-(5-(1-phenylcyclopropyl)thiazolo[5,4-b]pyridine-2-yl)benzoic acid (0.080 g, 0.20 mmol) and ethyl 4-aminobutyrate hydrochloride, according to Reference S and the general procedure for amide formation afforded ethyl 4-(3-fluoro-4-(5-(1-phenylcyclopropyl)thiazolo[5,4-b]pyridine-2-yl)benzamido)butanoate. MS (ESI) m/z: Calculated: 503.2; Observed: 504.1 (M++1). Starting materials: CCCCC1CCNCC1, O=c1oc2cc(Cl)ccc2n1CCCCl. Yields the product CCCCC1CCN(CCCn2c(=O)oc3cc(Cl)ccc32)CC1. As a reaction SMILES: [CH2:16]([CH2:17][CH2:18][CH3:19])[CH:20]1[CH2:21][CH2:22][NH:23][CH2:24][CH2:25]1.[Cl:1][CH2:2][CH2:3][CH2:4][n:5]1[c:6](=[O:15])[o:7][c:8]2[c:9]1[cH:10][cH:11][c:12]([Cl:14])[cH:13]2>>[CH2:2]([CH2:3][CH2:4][n:5]1[c:6](=[O:15])[o:7][c:8]2[c:9]1[cH:10][cH:11][c:12]([Cl:14])[cH:13]2)[N:23]1[CH2:22][CH2:21][CH:20]([CH2:16][CH2:17][CH2:18][CH3:19])[CH2:25][CH2:24]1.